Dataset: the Open Reaction Database (ORD), a public repository of structured organic reaction records. Task: describe an organic reaction: reactants, conditions, products, and yield The reactants are OCc1ccc(Br)c(O)c1, ClC(Cl)Cl, O, BrP(Br)Br. Yields the product Oc1cc(CBr)ccc1Br. As a reaction SMILES: [Br:1][c:2]1[c:3]([OH:10])[cH:4][c:5]([CH2:8][OH:9])[cH:6][cH:7]1.[CH:16]([Cl:17])([Cl:18])[Cl:19].[OH2:15].[P:11]([Br:12])([Br:13])[Br:14]>>[Br:1][c:2]1[c:3]([OH:10])[cH:4][c:5]([CH2:8][Br:12])[cH:6][cH:7]1. Starting materials: S(O)(O)(=O)=O (sulphuric acid), C1OC(CC2=CC=C(C=C2)C(CCC#N)C(C)=O)(C)OC1 (4-(4-(2,2-(ethylenedioxy)propyl)phenyl)-5-oxo-hexane nitrile), O (water). The solvent is C(C)(=O)O (acetic acid). Reaction conditions: time 3 day. Yields the product C(C(=O)C)C1=CC=C(C=C1)C=1CCC(NC1C)=O (3,4-dihydro-5-(4-acetonylphenyl)-6-methyl-2(1H)-pyridone). Reaction SMILES: S(=O)(=O)(O)O.C1CO[C:8]([CH3:24])([CH2:9][C:10]2[CH:15]=[CH:14][C:13]([CH:16]([C:21](=O)[CH3:22])[CH2:17][CH2:18][C:19]#[N:20])=[CH:12][CH:11]=2)[O:7]1.[OH2:27]>C(O)(=O)C>[CH2:9]([C:10]1[CH:15]=[CH:14][C:13]([C:16]2[CH2:17][CH2:18][C:19](=[O:27])[NH:20][C:21]=2[CH3:22])=[CH:12][CH:11]=1)[C:8]([CH3:24])=[O:7]. Procedure details: Concentrated sulphuric acid (5 ml) was added dropwise to a solution of 4-(4-(2,2-(ethylenedioxy)propyl)phenyl)-5-oxo-hexane nitrile (3.09 g) in glacial acetic acid (21 ml). The orange solution was allowed to stand at room temperature for 3 days then poured into water and allowed to stand for 2 hr. The solution was extracted with chloroform, the organic layer separated, washed with sodium bicarbonate solution, dried (MgSO4) and evaporated to an oil (2.44 g) which was chromatographed on silica. El... Starting materials: COc1ccc(COc2cc(F)cc(Br)c2)cc1OC, C1CCOC1, [Li]CCCC, CCC(=O)CC. As a reaction SMILES: [Br:1][c:2]1[cH:3][c:4]([O:9][CH2:10][c:11]2[cH:12][c:13]([O:19][CH3:20])[c:14]([O:17][CH3:18])[cH:15][cH:16]2)[cH:5][c:6]([F:8])[cH:7]1.[CH2:32]1[O:33][CH2:34][CH2:35][CH2:36]1.[CH3:21][CH2:22][CH2:23][CH2:24][Li:25].[CH3:26][CH2:27][C:28]([CH2:29][CH3:30])=[O:31]>>[c:2]1([C:28]([CH2:27][CH3:26])([CH2:29][CH3:30])[OH:31])[cH:3][c:4]([O:9][CH2:10][c:11]2[cH:12][c:13]([O:19][CH3:20])[c:14]([O:17][CH3:18])[cH:15][cH:16]2)[cH:5][c:6]([F:8])[cH:7]1. The product is CCC(O)(CC)c1cc(F)cc(OCc2ccc(OC)c(OC)c2)c1.